From a dataset of the Open Reaction Database (ORD), a public repository of structured organic reaction records. describe an organic reaction: reactants, conditions, products, and yield Starting materials: [BH4-].[Li+] (Lithium borohydride), Cl (hydrochloric acid), N(=O)[O-].[Na+] (sodium nitrite), ice water, COC1=C(C(=O)OC)C=C(C=C1)N1N=NN=C1 (2-methoxy-5-(tetrazol-1-yl) benzoic acid, methyl ester). The solvent is O1CCCC1 (tetrahydrofuran), O (Water), O (water), C(C)(=O)OCC (ethyl acetate), O (water), O1CCCC1 (tetrahydrofuran), CO (methanol). Yields the product COC1=C(C=C(C=C1)N1N=NN=C1)CO (2-Methoxy-5(tetrazol-1-yl)phenylmethanol). The yield is 37.6%. Reaction SMILES: [BH4-].[Li+].[CH3:3][O:4][C:5]1[CH:14]=[CH:13][C:12]([N:15]2[CH:19]=[N:18][N:17]=[N:16]2)=[CH:11][C:6]=1[C:7](OC)=[O:8].Cl.N([O-])=O.[Na+]>O1CCCC1.O.C(OCC)(=O)C.CO>[CH3:3][O:4][C:5]1[CH:14]=[CH:13][C:12]([N:15]2[CH:19]=[N:18][N:17]=[N:16]2)=[CH:11][C:6]=1[CH2:7][OH:8] |f:0.1,4.5|. Procedure: Lithium borohydride (196 mg) was added to a stirred and cooled (ice-water bath) suspension, under nitrogen, of 2-methoxy-5-(tetrazol-1-yl) benzoic acid, methyl ester (1 g) in tetrahydrofuran (15 ml). After 2 min a solution of methanol (288 mg) in tetrahydrofuran (2 ml) was added over 1 min. The cooling bath was removed and the mixture stirred for 86 min. The solution was cooled (ice-water bath) and 3M aqueous hydrochloric acid (1/2-1 ml) was added, forming a thick gel. Water (5 ml) was added, fo... The yield is 4.8%. Reactants: NC1=NC=CC=C1OCC1=C(C=CC=C1)F (2-amino-3-(2-fluorobenzyloxy)pyridine), Cl.C1(=CC=CC=C1)CC(OCC)=N (ethyl phenylacetimidate hydrochloride). RXN SMILES: [NH2:1][C:2]1[C:7]([O:8][CH2:9][C:10]2[CH:15]=[CH:14][CH:13]=[CH:12][C:11]=2[F:16])=[CH:6][CH:5]=[CH:4][N:3]=1.[ClH:17].[C:18]1([CH2:24][C:25](=[NH:29])OCC)[CH:23]=[CH:22][CH:21]=[CH:20][CH:19]=1>C(O)C>[ClH:17].[F:16][C:11]1[CH:12]=[CH:13][CH:14]=[CH:15][C:10]=1[CH2:9][O:8][C:7]1[C:2]([NH:1][C:25](=[NH:29])[CH2:24][C:18]2[CH:23]=[CH:22][CH:21]=[CH:20][CH:19]=2)=[N:3][CH:4]=[CH:5][CH:6]=1 |f:1.2,4.5|. Procedure: A mixture of 2-amino-3-(2-fluorobenzyloxy)pyridine (4.36 g, 20 mmol) and ethyl phenylacetimidate hydrochloride (4.39 g, 22 mmol) in ethanol (80 ml) was heated under reflux for 2 hours. Evaporation of the solvent gave an oil which was purified by flash chromatography (chloroform/methanol) and recrystallisation from ethanol/ether to obtain the product (0.36 g), m.p. 160°-165° C. Run in C(C)O (ethanol). The product is Cl.FC1=C(COC=2C(=NC=CC2)NC(CC2=CC=CC=C2)=N)C=CC=C1 (N-(3-(2-Fluorobenzyloxy)-2-pyridyl)phenylacetamidine hydrochloride). Reactants: COCc1nc(Cl)nc(Cl)c1Br, C1CCOC1, [H-], [Na+], OC1COC1. The product is COCc1nc(Cl)nc(OC2COC2)c1Br. RXN SMILES: [Br:8][c:9]1[c:10]([Cl:19])[n:11][c:12]([Cl:18])[n:13][c:14]1[CH2:15][O:16][CH3:17].[CH2:20]1[O:21][CH2:22][CH2:23][CH2:24]1.[H-:7].[Na+:6].[OH:1][CH:2]1[CH2:3][O:4][CH2:5]1>>[O:1]([CH:2]1[CH2:3][O:4][CH2:5]1)[c:10]1[c:9]([Br:8])[c:14]([CH2:15][O:16][CH3:17])[n:13][c:12]([Cl:18])[n:11]1. The reactants are O1CCOC2=C1C=CC(=C2)C=O (2,3-dihydro-benzo[1,4]dioxine-6-carbaldehyde), 1.c, COC1=CC=CC2=C1N=CS2 (4-methoxy-benzothiazole), C(C)(C)(C)OC(N[C@@H]1CC[C@H](CC1)C(N(C)OC)=O)=O ([trans-4-(methoxy-methyl-carbamoyl)-cyclohexyl]-carbamic acid tert-butyl ester). The product is O1CCOC2=C1C=CC(=C2)CN[C@@H]2CC[C@H](CC2)C(=O)C=2SC1=C(N2)C(=CC=C1)OC ({trans-4-[(2,3-dihydro-benzo[1,4]dioxin-6-ylmethyl)-amino]-cyclohexyl}-(4-methoxy-benzothiazol-2-yl)-methanone), solid. RXN SMILES: [CH3:1][O:2][C:3]1[C:8]2[N:9]=[CH:10][S:11][C:7]=2[CH:6]=[CH:5][CH:4]=1.C(O[C:17](=O)[NH:18][C@H:19]1[CH2:24][CH2:23][C@H:22]([C:25](=[O:30])N(OC)C)[CH2:21][CH2:20]1)(C)(C)C.[O:32]1[C:37]2[CH:38]=[CH:39][C:40](C=O)=[CH:41][C:36]=2[O:35][CH2:34][CH2:33]1>>[O:32]1[C:37]2[CH:38]=[CH:39][C:40]([CH2:17][NH:18][C@H:19]3[CH2:20][CH2:21][C@H:22]([C:25]([C:10]4[S:11][C:7]5[CH:6]=[CH:5][CH:4]=[C:3]([O:2][CH3:1])[C:8]=5[N:9]=4)=[O:30])[CH2:23][CH2:24]3)=[CH:41][C:36]=2[O:35][CH2:34][CH2:33]1. Procedure: Using 4-methoxy-benzothiazole (5 mmol), [trans-4-(methoxy-methyl-carbamoyl)-cyclohexyl]-carbamic acid tert-butyl ester (2.5 mmol) and 2,3-dihydro-benzo[1,4]dioxine-6-carbaldehyde (0.3 mmol) according to the same protocol as that described for example 1, steps 1.a to 1.c, the title compound was obtained as a off-white solid (41 mg).